Task: describe an organic reaction: reactants, conditions, products, and yield. Dataset: the Open Reaction Database (ORD), a public repository of structured organic reaction records The reactants are O=C(c1ncc[nH]1)c1ncc[nH]1, CN(c1ccc(C(=O)O)s1)[SH](=O)=O, CN(C)C=O, CN(C)c1ccncc1, NC(=O)N1C(=O)Cc2cc(Cl)ccc21. The product is CN(c1ccc(C(=O)C2C(=O)N(C(N)=O)c3ccc(Cl)cc32)s1)[SH](=O)=O. As a reaction SMILES: [C:14]([c:15]1[nH:16][cH:17][cH:18][n:19]1)([c:20]1[nH:21][cH:22][cH:23][n:24]1)=[O:25].[CH3:1][N:2]([SH:3](=[O:4])=[O:5])[c:6]1[cH:7][cH:8][c:9]([C:11](=[O:12])[OH:13])[s:10]1.[CH3:40][N:41]([CH3:42])[CH:43]=[O:44].[CH3:45][N:46]([c:47]1[cH:48][cH:49][n:50][cH:51][cH:52]1)[CH3:53].[Cl:26][c:27]1[cH:28][c:29]2[c:33]([cH:34][cH:35]1)[N:32]([C:36](=[O:37])[NH2:38])[C:31](=[O:39])[CH2:30]2>>[CH3:1][N:2]([SH:3](=[O:4])=[O:5])[c:6]1[cH:7][cH:8][c:9]([C:11](=[O:13])[CH:30]2[c:29]3[cH:28][c:27]([Cl:26])[cH:35][cH:34][c:33]3[N:32]([C:36](=[O:37])[NH2:38])[C:31]2=[O:39])[s:10]1. Reactants: S(O)(O)(=O)=O (sulfuric acid), BrCC(=O)OCC (ethyl bromoacetate), C(CCCCC)=O (hexanal), ice water. Reagents/catalysts: [Zn] (zinc). The solvent is C1(=CC=CC=C1)C (toluene). Conditions: temperature 83 celsius. Yields the product OC(CC(=O)OCC)CCCCC (Ethyl 3-hydroxyoctanoate). As a reaction SMILES: Br[CH2:2][C:3]([O:5][CH2:6][CH3:7])=[O:4].[CH:8](=[O:14])[CH2:9][CH2:10][CH2:11][CH2:12][CH3:13].S(=O)(=O)(O)O>C1(C)C=CC=CC=1.[Zn]>[OH:14][CH:8]([CH2:9][CH2:10][CH2:11][CH2:12][CH3:13])[CH2:2][C:3]([O:5][CH2:6][CH3:7])=[O:4]. Procedure: 7.64 g (0.117 mol) of zinc pretreated as described in Reference Example 1 were suspended in 50 ml of toluene, the mixture was heated to 83° C., the heat source was subsequently removed and a mixture of 11.4 ml (0.103 mol) of ethyl bromoacetate and 11.23 ml (0.0935 mol) of hexanal was added dropwise over a period of 30 minutes. After a brief induction phase, rigorous foaming and heating of the reaction mixture to 110° C. was observed. After all the mixture had been added, the resulting suspension...